Dataset: the Open Reaction Database (ORD), a public repository of structured organic reaction records. Task: describe an organic reaction: reactants, conditions, products, and yield The reactants are C1(CC1)CC#N (cyclopropylacetonitrile), CN(C)C(OC(C)(C)C)N(C)C (bis(dimethylamino)-tert-butyloxymethane). The product is C1(CC1)C(C#N)=CN(C)C (2-Cyclopropyl-3-dimethylaminoacrylonitrile). As a reaction SMILES: [CH:1]1([CH2:4][C:5]#[N:6])[CH2:3][CH2:2]1.[CH3:7][N:8]([CH:10](N(C)C)OC(C)(C)C)[CH3:9]>>[CH:1]1([C:4](=[CH:7][N:8]([CH3:10])[CH3:9])[C:5]#[N:6])[CH2:3][CH2:2]1. Procedure: At 100° C., 25 g (292.8 mmol) of cyclopropylacetonitrile (obtainable by the process described in U.S. Pat. No. 3,454,575) and 25.5 g (30.2 ml, 146.4 mmol) of bis(dimethylamino)-tert-butyloxymethane are stirred under a riser pipe for 46 hours. Volatile components are evaporated under reduced pressure and the residue is subsequently distilled at 0.1 Torr and 60-65° C. The reactants are Cl (hydrochloric acid), ClC1=C(C=CC(=C1)Cl)C(CCC=O)=C (4-(2,4-dichlorophenyl)pent-4-enal), C[Mg]I (methylmagnesium iodide). The solvent is C(C)OCC (diethyl ether), C(C)OCC (diethyl ether). Run at time 1 hour. The product is ClC1=C(C=CC(=C1)Cl)C(C)CCC(C)O (2-(2,4-dichlorophenyl)hexan-5-ol). Isolated yield 315.8%. RXN SMILES: [Cl:1][C:2]1[CH:7]=[C:6]([Cl:8])[CH:5]=[CH:4][C:3]=1[C:9](=[CH2:14])[CH2:10][CH2:11][CH:12]=[O:13].[CH3:15][Mg]I.Cl>C(OCC)C>[Cl:1][C:2]1[CH:7]=[C:6]([Cl:8])[CH:5]=[CH:4][C:3]=1[CH:9]([CH2:10][CH2:11][CH:12]([OH:13])[CH3:15])[CH3:14]. Procedure: A solution of 4-(2,4-dichlorophenyl)pent-4-enal (26.0 g) in dry diethyl ether was added dropwise to a stirred solution of methylmagnesium iodide [from magnesium (4.09 g) and methyl iodide (24.14 g)] in diethyl ether (total volume of diethyl ether ca. 200 ml). Following the addition, the reaction mixture was stirred at room temperature for 1 hour then poured into a mixture of ice and dilute hydrochloric acid, and extracted with ether. The extracts were washed with water, dried over magnesium sulp... The reactants are CCOC(=O)CBr, O=C([O-])[O-], Oc1ccc(OCc2ccccc2)c2ccccc12, CC#N, [Cs+], [Cs+]. The product is CCOC(=O)COc1ccc(OCc2ccccc2)c2ccccc12. Reaction SMILES: [Br:20][CH2:21][C:22](=[O:23])[O:24][CH2:25][CH3:26].[C:27](=[O:28])([O-:29])[O-:30].[CH2:1]([c:2]1[cH:3][cH:4][cH:5][cH:6][cH:7]1)[O:8][c:9]1[cH:10][cH:11][c:12]([OH:19])[c:13]2[cH:14][cH:15][cH:16][cH:17][c:18]12.[CH3:33][C:34]#[N:35].[Cs+:31].[Cs+:32]>>[CH2:1]([c:2]1[cH:3][cH:4][cH:5][cH:6][cH:7]1)[O:8][c:9]1[cH:10][cH:11][c:12]([O:19][CH2:21][C:22](=[O:23])[O:24][CH2:25][CH3:26])[c:13]2[cH:14][cH:15][cH:16][cH:17][c:18]12. Starting materials: Cl.COC([C@@H](N)CC1=CC(=C(C=C1)Cl)Br)=O (3-bromo-4-chloro-L-phenylalanine methyl ester hydrochloride), ClC1=CC(=C(C(=O)O)C=C1)NS(=O)(=O)C=1C=2N=CC=NC2C=CC1 (4-chloro-2-(quinoxaline-5-sulfonylamino)-benzoic acid), methyl ester. The product is BrC=1C=C(C=CC1Cl)C[C@@H](C(=O)O)NC(C1=C(C=C(C=C1)Cl)NS(=O)(=O)C=1C=2N=CC=NC2C=CC1)=O ((S)-3-(3-Bromo-4-chloro-phenyl)-2-[4-chloro-2-(quinoxaline-5-sulfonylamino)-benzoylamino]-propionic acid). As a reaction SMILES: Cl.C[O:3][C:4](=[O:16])[C@H:5]([CH2:7][C:8]1[CH:13]=[CH:12][C:11]([Cl:14])=[C:10]([Br:15])[CH:9]=1)[NH2:6].[Cl:17][C:18]1[CH:26]=[CH:25][C:21]([C:22](O)=[O:23])=[C:20]([NH:27][S:28]([C:31]2[C:32]3[N:33]=[CH:34][CH:35]=[N:36][C:37]=3[CH:38]=[CH:39][CH:40]=2)(=[O:30])=[O:29])[CH:19]=1>>[Br:15][C:10]1[CH:9]=[C:8]([CH2:7][C@H:5]([NH:6][C:22](=[O:23])[C:21]2[CH:25]=[CH:26][C:18]([Cl:17])=[CH:19][C:20]=2[NH:27][S:28]([C:31]2[C:32]3[N:33]=[CH:34][CH:35]=[N:36][C:37]=3[CH:38]=[CH:39][CH:40]=2)(=[O:30])=[O:29])[C:4]([OH:3])=[O:16])[CH:13]=[CH:12][C:11]=1[Cl:14] |f:0.1|. Reported procedure: (S)-3-(3-Bromo-4-chloro-phenyl)-2-[4-chloro-2-(quinoxaline-5-sulfonylamino)-benzoylamino]-propionic acid was prepared from 3-bromo-4-chloro-L-phenylalanine methyl ester hydrochloride and 4-chloro-2-(quinoxaline-5-sulfonylamino)-benzoic acid as in Example 1, Part C. Hydrolysis of the methyl ester as in EXAMPLE 2, Part E, provided the title compound. HPLC: RT=9.80 min. MS (ESI−): mass calcd. for C24H17BrCl2N4O5S, 624.29; m/z found, 621/623/625 [M−H]−. 1H NMR (400 MHz, CDCl3): 11.04 (s, 1H), 8.98 (... Starting materials: 16(ξ)-methyl-20-hydroxy-PGE1 triethanolamine, 16(ξ)-methyl-20-hydroxy-PGE1, ( 10 ), 16(ξ)-methyl-20-hydroxy-PGE1, 16(ξ)-methyl-20-hydroxy-PGE2, 10.0, 16(ξ)-methyl-20-hydroxy-PGE1 methyl ester, 10.0, 20-hydroxy-15-epi-PGF2α, 200, NCCC1=CNC=N1 (histamine), NCCC1=CNC=N1 (histamine), ( 9 ), C1[C@@H]([C@@H]([C@H]([C@@H]1O)/C=C/[C@H](CCCCCO)O)C/C=C\CCCC(=O)O)O (20-hydroxy-PGF2α), ( 8 ), 20-hydroxy-13,14-dihydro-PGE1. Procedure details: The prostaglandin analogues of general formula VII and the cyclodextrin clathrates and, when R in formula VII represents a hydrogen atom, their non-toxic salts, possess the valuable pharmacological properties typical of prostaglandins in a selective fashion including, in particular, hypotensive activity, inhibitory activity on gastric acid secretion and gastric ulceration, stimulatory activity on uterine contraction, inhibitory activity on blood platelet aggregation, bronchodilator activity and ... As a reaction SMILES: NCCC1N=CNC=1.[CH2:9]1[C@@H:13]([OH:14])[C@H:12](/[CH:15]=[CH:16]/[C@@H:17]([OH:24])[CH2:18][CH2:19][CH2:20][CH2:21][CH2:22][OH:23])[C@@H:11]([CH2:25]/[CH:26]=[CH:27]\[CH2:28][CH2:29][CH2:30][C:31]([OH:33])=[O:32])[C@H:10]1[OH:34]>>[CH2:9]1[C:10](=[O:34])[C@H:11]([CH2:25]/[CH:26]=[CH:27]\[CH2:28][CH2:29][CH2:30][C:31]([OH:33])=[O:32])[C@@H:12](/[CH:15]=[CH:16]/[C@@H:17]([OH:24])[CH2:18][CH2:19][CH2:20][CH2:21][CH2:22][OH:23])[C@@H:13]1[OH:14].[CH2:9]1[C:10](=[O:34])[C@H:11]([CH2:25][CH2:26][CH2:27][CH2:28][CH2:29][CH2:30][C:31]([OH:33])=[O:32])[C@@H:12](/[CH:15]=[CH:16]/[C@@H:17]([OH:24])[CH2:18][CH2:19][CH2:20][CH2:21][CH2:22][OH:23])[C@@H:13]1[OH:14]. The product is ( 11 ), C1[C@H]([C@@H]([C@H](C1=O)C/C=C\CCCC(=O)O)/C=C/[C@H](CCCCCO)O)O (20-hydroxy-PGE2), C1[C@H]([C@@H]([C@H](C1=O)CCCCCCC(=O)O)/C=C/[C@H](CCCCCO)O)O (20-hydroxy-PGE1). The product is CS(=O)(=O)OCCc1ccc(N2CCOCC2)cc1. As a reaction SMILES: [CH3:25][S:26]([Cl:27])(=[O:28])=[O:29].[CH:16]([N:17]([CH:18]([CH3:19])[CH3:20])[CH2:21][CH3:22])([CH3:23])[CH3:24].[Cl:35][CH2:36][Cl:37].[Na+:30].[O:1]1[CH2:2][CH2:3][N:4]([c:7]2[cH:8][cH:9][c:10]([CH2:11][CH2:12][OH:13])[cH:14][cH:15]2)[CH2:5][CH2:6]1.[OH:31][C:32](=[O:33])[O-:34]>>[O:1]1[CH2:2][CH2:3][N:4]([c:7]2[cH:8][cH:9][c:10]([CH2:11][CH2:12][O:13][S:26]([CH3:25])(=[O:28])=[O:29])[cH:14][cH:15]2)[CH2:5][CH2:6]1. The reactants are CS(=O)(=O)Cl, CCN(C(C)C)C(C)C, ClCCl, [Na+], OCCc1ccc(N2CCOCC2)cc1, O=C([O-])O. Starting materials: CCO, NN, [Na+], [Na+], O=C([O-])[O-], O=C1c2ccccc2C(=O)N1Cc1nc2ncccc2c(=O)[nH]1, O, O. The product is NCc1nc2ncccc2c(=O)[nH]1. Reaction SMILES: [CH3:34][CH2:35][OH:36].[NH2:25][NH2:26].[Na+:27].[Na+:28].[O-:29][C:30](=[O:31])[O-:32].[O:1]=[c:2]1[c:3]2[c:4]([n:5][c:6]([CH2:8][N:9]3[C:10](=[O:11])[c:12]4[c:13]([cH:14][cH:15][cH:16][cH:17]4)[C:18]3=[O:19])[nH:7]1)[n:20][cH:21][cH:22][cH:23]2.[OH2:24].[OH2:33]>>[O:1]=[c:2]1[c:3]2[c:4]([n:5][c:6]([CH2:8][NH2:9])[nH:7]1)[n:20][cH:21][cH:22][cH:23]2.